From a dataset of the Open Reaction Database (ORD), a public repository of structured organic reaction records. describe an organic reaction: reactants, conditions, products, and yield Starting materials: Cc1cc2c(cn1)cc(-c1cc(NC(=S)NC(=O)c3ccccc3)ccc1C)c(=O)n2C, CI, ClCCl, [Na+], [OH-]. The product is CSC(=NC(=O)c1ccccc1)Nc1ccc(C)c(-c2cc3cnc(C)cc3n(C)c2=O)c1. RXN SMILES: [CH3:1][n:2]1[c:3](=[O:32])[c:4](-[c:13]2[cH:14][c:15]([NH:20][C:21](=[S:22])[NH:23][C:24]([c:25]3[cH:26][cH:27][cH:28][cH:29][cH:30]3)=[O:31])[cH:16][cH:17][c:18]2[CH3:19])[cH:5][c:6]2[cH:7][n:8][c:9]([CH3:12])[cH:10][c:11]12.[CH3:35][I:36].[Cl:37][CH2:38][Cl:39].[Na+:34].[OH-:33]>>[CH3:1][n:2]1[c:3](=[O:32])[c:4](-[c:13]2[cH:14][c:15]([NH:20][C:21]([S:22][CH3:35])=[N:23][C:24]([c:25]3[cH:26][cH:27][cH:28][cH:29][cH:30]3)=[O:31])[cH:16][cH:17][c:18]2[CH3:19])[cH:5][c:6]2[cH:7][n:8][c:9]([CH3:12])[cH:10][c:11]12. Starting materials: FC(F)(Br)Br, CC(C)(C)OC(=O)N1CCN(c2ncc(C=O)s2)CC1, CN(C)C=O, [Zn], c1ccc(P(c2ccccc2)c2ccccc2)cc1. Yields the product CC(C)(C)OC(=O)N1CCN(c2ncc(C=C(F)F)s2)CC1. RXN SMILES: [Br:20][C:21]([F:22])([F:23])[Br:24].[C:25]([CH3:26])([CH3:27])([CH3:28])[O:29][C:30](=[O:31])[N:32]1[CH2:33][CH2:34][N:35]([c:38]2[s:39][c:40]([CH:43]=[O:44])[cH:41][n:42]2)[CH2:36][CH2:37]1.[CH3:45][N:46]([CH3:47])[CH:48]=[O:49].[Zn:50].[c:1]1([P:2]([c:3]2[cH:4][cH:5][cH:6][cH:7][cH:8]2)[c:9]2[cH:10][cH:11][cH:12][cH:13][cH:14]2)[cH:15][cH:16][cH:17][cH:18][cH:19]1>>[C:21]([F:22])([F:23])=[CH:43][c:40]1[s:39][c:38]([N:35]2[CH2:34][CH2:33][N:32]([C:30]([O:29][C:25]([CH3:26])([CH3:27])[CH3:28])=[O:31])[CH2:37][CH2:36]2)[n:42][cH:41]1. The reactants are Br, CC1CCCN1, CS(=O)(=O)OCCc1cc2cc(-c3cccc(C#N)c3)ccc2o1. Yields the product CC1CCCN1CCc1cc2cc(-c3cccc(C#N)c3)ccc2o1. Reaction SMILES: [BrH:1].[CH3:2][CH:3]1[NH:4][CH2:5][CH2:6][CH2:7]1.[CH3:8][S:9]([O:10][CH2:13][CH2:14][c:15]1[o:16][c:17]2[c:18]([cH:19]1)[cH:20][c:21](-[c:24]1[cH:25][c:26]([C:30]#[N:31])[cH:27][cH:28][cH:29]1)[cH:22][cH:23]2)(=[O:11])=[O:12]>>[CH3:2][CH:3]1[N:4]([CH2:13][CH2:14][c:15]2[o:16][c:17]3[c:18]([cH:19]2)[cH:20][c:21](-[c:24]2[cH:25][c:26]([C:30]#[N:31])[cH:27][cH:28][cH:29]2)[cH:22][cH:23]3)[CH2:5][CH2:6][CH2:7]1. Reactants: CO, CC(C)C=C(c1cccc(F)c1)c1cc2cccnc2[nH]1. Product: CC(C)CC(c1cccc(F)c1)c1cc2cccnc2[nH]1. Reaction SMILES: [CH3:22][OH:23].[F:1][c:2]1[cH:3][c:4]([C:8](=[CH:9][CH:10]([CH3:11])[CH3:12])[c:13]2[cH:14][c:15]3[c:16]([n:17][cH:18][cH:19][cH:20]3)[nH:21]2)[cH:5][cH:6][cH:7]1>>[F:1][c:2]1[cH:3][c:4]([CH:8]([CH2:9][CH:10]([CH3:11])[CH3:12])[c:13]2[cH:14][c:15]3[c:16]([n:17][cH:18][cH:19][cH:20]3)[nH:21]2)[cH:5][cH:6][cH:7]1. The reactants are NC1=NC=2CCCCC2C2=C1N=C(N2CCO)C (2-(4-amino-2-methyl-6,7,8,9-tetrahydro-1H-imidazo[4,5-c]quinolin-1-yl)ethanol), C(C#C)Br (propargyl bromide). Yields the product CC=1N(C2=C(C(=NC=3CCCCC23)N)N1)CCOCC#C (2-methyl-1-[2-(prop-2-ynyloxy)ethyl]-6,7,8,9-tetrahydro-1H-imidazo[4,5-c]quinolin-4-amine). Isolated yield 47.7%. RXN SMILES: [NH2:1][C:2]1[C:11]2[N:12]=[C:13]([CH3:18])[N:14]([CH2:15][CH2:16][OH:17])[C:10]=2[C:9]2[CH2:8][CH2:7][CH2:6][CH2:5][C:4]=2[N:3]=1.[CH2:19](Br)[C:20]#[CH:21]>>[CH3:18][C:13]1[N:14]([CH2:15][CH2:16][O:17][CH2:21][C:20]#[CH:19])[C:10]2[C:9]3[CH2:8][CH2:7][CH2:6][CH2:5][C:4]=3[N:3]=[C:2]([NH2:1])[C:11]=2[N:12]=1. Reported procedure: Using the general method of Example 1 Part A, 2-(4-amino-2-methyl-6,7,8,9-tetrahydro-1H-imidazo[4,5-c]quinolin-1-yl)ethanol (0.763 g, 3.098 mmol) was reacted with propargyl bromide (80% in toluene, 1.1 mL, 9.29 mmol) to provide 0.42 g of 2-methyl-1-[2-(prop-2-ynyloxy)ethyl]-6,7,8,9-tetrahydro-1H-imidazo[4,5-c]quinolin-4-amine as a brown oil. Starting materials: C(C)OC=1C=C(C=O)C=CC1OCC (3,4-diethoxybenzaldehyde), CO (methanol), [BH4-].[Na+] (sodium borohydride). Solvent: O (water). Run at temperature 0 celsius, time 45 minute. The product is C(C)OC=1C=C(CO)C=CC1OCC (3,4-diethoxybenzyl alcohol). Isolated yield 98.4%. Reaction SMILES: [CH2:1]([O:3][C:4]1[CH:5]=[C:6]([CH:9]=[CH:10][C:11]=1[O:12][CH2:13][CH3:14])[CH:7]=[O:8])[CH3:2].CO.[BH4-].[Na+]>O>[CH2:1]([O:3][C:4]1[CH:5]=[C:6]([CH:9]=[CH:10][C:11]=1[O:12][CH2:13][CH3:14])[CH2:7][OH:8])[CH3:2] |f:2.3|. Procedure: To a mixture of 3,4-diethoxybenzaldehyde (6.68 g) and methanol (100 ml) was added sodium borohydride (1.30 g) at 0° C. The resulting mixture was stirred at 0° C. for 45 minutes. The reaction mixture was mixed with water and was extracted with ethyl acetate. The organic layer was washed with an aqueous saturated solution of sodium chloride and was dried with anhydrous magnesium sulfate. The resulting organic layer was evaporated under reduced pressure to remove the solvent to obtain 3,4-diethoxyb... Reactants: CC(=O)O, CO, CC(=O)Nc1ccc(-c2cc(=O)c(C(=O)O)cn2-c2ccc(F)cc2)cc1, [Na+], [OH-]. Yields the product Nc1ccc(-c2cc(=O)c(C(=O)O)cn2-c2ccc(F)cc2)cc1. Reaction SMILES: [CH3:28][C:29](=[O:30])[OH:31].[CH3:32][OH:33].[NH:1]([C:2]([CH3:3])=[O:4])[c:5]1[cH:6][cH:7][c:8](-[c:11]2[n:12](-[c:21]3[cH:22][cH:23][c:24]([F:27])[cH:25][cH:26]3)[cH:13][c:14]([C:15](=[O:16])[OH:17])[c:18](=[O:20])[cH:19]2)[cH:9][cH:10]1.[Na+:35].[OH-:34]>>[NH2:1][c:5]1[cH:6][cH:7][c:8](-[c:11]2[n:12](-[c:21]3[cH:22][cH:23][c:24]([F:27])[cH:25][cH:26]3)[cH:13][c:14]([C:15](=[O:16])[OH:17])[c:18](=[O:20])[cH:19]2)[cH:9][cH:10]1. The reactants are CCCCC1CCNCC1, CCCCCCC, CCOC(C)=O, Cc1c(Cl)cc2c(c1Cl)OCC(=O)N2CCCCl, [I-], [K+], [K+], [Na+], O=C([O-])[O-]. The product is CCCCC1CCN(CCCN2C(=O)COc3c2cc(Cl)c(C)c3Cl)CC1. Reaction SMILES: [CH2:27]([CH2:28][CH2:29][CH3:30])[CH:31]1[CH2:32][CH2:33][NH:34][CH2:35][CH2:36]1.[CH3:37][CH2:38][CH2:39][CH2:40][CH2:41][CH2:42][CH3:43].[CH3:44][CH2:45][O:46][C:47]([CH3:48])=[O:49].[Cl:1][c:2]1[c:3]([CH3:18])[c:4]([Cl:17])[c:5]2[c:6]([cH:16]1)[N:7]([CH2:12][CH2:13][CH2:14][Cl:15])[C:8](=[O:11])[CH2:9][O:10]2.[I-:25].[K+:19].[K+:20].[Na+:26].[O-:21][C:22]([O-:23])=[O:24]>>[Cl:1][c:2]1[c:3]([CH3:18])[c:4]([Cl:17])[c:5]2[c:6]([cH:16]1)[N:7]([CH2:12][CH2:13][CH2:14][N:34]1[CH2:33][CH2:32][CH:31]([CH2:27][CH2:28][CH2:29][CH3:30])[CH2:36][CH2:35]1)[C:8](=[O:11])[CH2:9][O:10]2. Reactants: compound, C(C1=CC=CC=C1)OCC(CCOCCCCCCCCCCCCCCCCCC)(CCC=C)O (3-benzyloxymethyl-3-hydroxy-1-octadecyloxy-hept-6-ene), O=[O+][O-] (ozone). Run in C(Cl)Cl (methylene chloride). Product: C(C1=CC=CC=C1)OCC1(CCC(O1)O)CCOCCCCCCCCCCCCCCCCCC (5-benzyloxymethyl-2-hydroxy-5-(2-octadecyloxyethyl)-tetrahydrofuran). Reaction SMILES: [CH2:1]([O:8][CH2:9][C:10]([OH:36])([CH2:32][CH2:33][CH:34]=C)[CH2:11][CH2:12][O:13][CH2:14][CH2:15][CH2:16][CH2:17][CH2:18][CH2:19][CH2:20][CH2:21][CH2:22][CH2:23][CH2:24][CH2:25][CH2:26][CH2:27][CH2:28][CH2:29][CH2:30][CH3:31])[C:2]1[CH:7]=[CH:6][CH:5]=[CH:4][CH:3]=1.[O:37]=[O+][O-]>C(Cl)Cl>[CH2:1]([O:8][CH2:9][C:10]1([CH2:11][CH2:12][O:13][CH2:14][CH2:15][CH2:16][CH2:17][CH2:18][CH2:19][CH2:20][CH2:21][CH2:22][CH2:23][CH2:24][CH2:25][CH2:26][CH2:27][CH2:28][CH2:29][CH2:30][CH3:31])[O:36][CH:34]([OH:37])[CH2:33][CH2:32]1)[C:2]1[CH:7]=[CH:6][CH:5]=[CH:4][CH:3]=1. Procedure details: 6.15 g (12.3 mmol) of the compound prepared in (c) above in 100 ml of methylene chloride was treated with ozone at -60° C. After consumption of the olefin, 25 ml of dimethyl sulfide was added and the mixture allowed to warm to room temperature. The solvent was removed in vacuo and the crude product was purified on silica gel employing a mixture of petroleum ether and diethylether in a ratio of 7:3 as the eluent to yield a colorless oil.